This data is from the Open Reaction Database (ORD), a public repository of structured organic reaction records. The task is: describe an organic reaction: reactants, conditions, products, and yield Starting materials: [H][H] (hydrogen), 31.1, ClC1=C(C=C(C=C1)C(C#N)(C)C1=C(C=C(C=C1)[N+](=O)[O-])Cl)C(F)(F)F (4-chloro-α-(2-chloro-4-nitrophenyl)-α-methyl-3-(trifluoromethyl)benzeneacetonitrile), S1C=CC=C1 (thiophene). Reagents/catalysts: [Pt] (platinum-on-charcoal). Run in CO (methanol), CO (methanol). Yields the product 23.7, NC1=CC(=C(C=C1)C(C#N)(C)C1=CC(=C(C=C1)Cl)C(F)(F)F)Cl (4-amino-2-chloro-α-[4-chloro-3-(trifluoromethyl)phenyl]-α-methylbenzeneacetonitrile). Reaction SMILES: [Cl:1][C:2]1[CH:7]=[CH:6][C:5]([C:8]([C:12]2[CH:17]=[CH:16][C:15]([N+:18]([O-])=O)=[CH:14][C:13]=2[Cl:21])([CH3:11])[C:9]#[N:10])=[CH:4][C:3]=1[C:22]([F:25])([F:24])[F:23].S1C=CC=C1.[H][H]>CO.[Pt]>[NH2:18][C:15]1[CH:16]=[CH:17][C:12]([C:8]([C:5]2[CH:6]=[CH:7][C:2]([Cl:1])=[C:3]([C:22]([F:25])([F:23])[F:24])[CH:4]=2)([CH3:11])[C:9]#[N:10])=[C:13]([Cl:21])[CH:14]=1. Procedure details: A mixture of 31.1 parts of 4-chloro-α-(2-chloro-4-nitrophenyl)-α-methyl-3-(trifluoromethyl)benzeneacetonitrile, 2 parts of a solution of thiophene in methanol 4% and 480 parts of methanol was hydrogenated in the Parr apparatus at 50° C. with 3 parts of platinum-on-charcoal catalyst 5%. After the calculated amount of hydrogen was taken up, the catalyst was filtered off, washed with tetrahydrofuran and the filtrate was evaporated in vacuo. The residue was crystallized from 160 parts of 2-propanol.... Starting materials: C1(=CC=C(C=C1)NC(CBr)=O)C (N-p-tolyl-2-bromoacetamide), [Cl-].[Na+] (sodium chloride), C(C)OC(CN1C(C(C2=CC=CC=C12)NC(=O)NC1=CC=C(C=C1)C)=O)OCC ((RS)-1-(2,2-diethoxyethyl)-3-(N'-(4-methylphenyl)ureido)indolin-2-one), solution, CC(C)([O-])C.[K+] (potassium t-butoxide). Solvent: CS(=O)C (dimethyl sulfoxide), CS(=O)C (dimethyl sulfoxide), CS(=O)C (dimethyl sulfoxide). Reaction conditions: time 30 minute. Yields the product C(C)OC(CN1C(C(C2=CC=CC=C12)(NC(=O)NC1=CC=C(C=C1)C)CC(=O)NC1=CC=C(C=C1)C)=O)OCC ((RS)-1-(2,2-Diethoxyethyl)-3-((4-methylphenyl)aminocarbonylmethyl)-3-(N'-(4-methylphenyl)ureido)indolin-2-one). Yield: 64.3%. RXN SMILES: [CH2:1]([O:3][CH:4]([O:27][CH2:28][CH3:29])[CH2:5][N:6]1[C:14]2[C:9](=[CH:10][CH:11]=[CH:12][CH:13]=2)[CH:8]([NH:15][C:16]([NH:18][C:19]2[CH:24]=[CH:23][C:22]([CH3:25])=[CH:21][CH:20]=2)=[O:17])[C:7]1=[O:26])[CH3:2].CC(C)([O-])C.[K+].[C:36]1([CH3:47])[CH:41]=[CH:40][C:39]([NH:42][C:43](=[O:46])[CH2:44]Br)=[CH:38][CH:37]=1.[Cl-].[Na+]>CS(C)=O>[CH2:28]([O:27][CH:4]([O:3][CH2:1][CH3:2])[CH2:5][N:6]1[C:14]2[C:9](=[CH:10][CH:11]=[CH:12][CH:13]=2)[C:8]([CH2:44][C:43]([NH:42][C:39]2[CH:40]=[CH:41][C:36]([CH3:47])=[CH:37][CH:38]=2)=[O:46])([NH:15][C:16]([NH:18][C:19]2[CH:20]=[CH:21][C:22]([CH3:25])=[CH:23][CH:24]=2)=[O:17])[C:7]1=[O:26])[CH3:29] |f:1.2,4.5|. Reported procedure: To a solution of 0.397 g of (RS)-1-(2,2-diethoxyethyl)-3-(N'-(4-methylphenyl)ureido)indolin-2-one in 4 ml of dry dimethyl sulfoxide was added 1 ml of a 1M solution of potassium t-butoxide in dry dimethyl sulfoxide at room temperature under a nitrogen atmosphere, followed by stirring for 30 minutes. To the mixture was added dropwise a solution of 0.228 g of N-p-tolyl-2-bromoacetamide in 2 ml of dry dimethyl sulfoxide, followed by stirring at the same temperature for 30 minutes. The reaction mixtu... Reactants: Oc1nc(SCc2ccccc2)nn1-c1ccccc1, CC(=O)Cl, Cc1ccccc1. Yields the product CC(=O)Oc1nc(SCc2ccccc2)nn1-c1ccccc1. As a reaction SMILES: [CH2:1]([c:2]1[cH:3][cH:4][cH:5][cH:6][cH:7]1)[S:8][c:9]1[n:10][n:11](-[c:15]2[cH:16][cH:17][cH:18][cH:19][cH:20]2)[c:12]([OH:14])[n:13]1.[CH3:21][C:22]([Cl:23])=[O:24].[CH3:25][c:26]1[cH:27][cH:28][cH:29][cH:30][cH:31]1>>[CH2:1]([c:2]1[cH:3][cH:4][cH:5][cH:6][cH:7]1)[S:8][c:9]1[n:10][n:11](-[c:15]2[cH:16][cH:17][cH:18][cH:19][cH:20]2)[c:12]([O:14][C:22]([CH3:21])=[O:24])[n:13]1.